Dataset: the Open Reaction Database (ORD), a public repository of structured organic reaction records. Task: describe an organic reaction: reactants, conditions, products, and yield The reactants are Cc1ccccc1, O=C=NC(=O)CCl, Nc1cc(C(F)(F)F)cc(C(F)(F)F)c1. Product: O=C(CCl)NC(=O)Nc1cc(C(F)(F)F)cc(C(F)(F)F)c1. As a reaction SMILES: [CH3:23][c:24]1[cH:25][cH:26][cH:27][cH:28][cH:29]1.[Cl:16][CH2:17][C:18](=[O:19])[N:20]=[C:21]=[O:22].[F:1][C:2]([c:3]1[cH:4][c:5]([NH2:6])[cH:7][c:8]([C:10]([F:11])([F:12])[F:13])[cH:9]1)([F:14])[F:15]>>[F:1][C:2]([c:3]1[cH:4][c:5]([NH:6][C:21]([NH:20][C:18]([CH2:17][Cl:16])=[O:19])=[O:22])[cH:7][c:8]([C:10]([F:11])([F:12])[F:13])[cH:9]1)([F:14])[F:15].